This data is from the Open Reaction Database (ORD), a public repository of structured organic reaction records. The task is: describe an organic reaction: reactants, conditions, products, and yield The reactants are NC=1SC=C(N1)C(C(=O)OCC)=NOCC1=CC=C(C=C1)F (Ethyl 2-(2-aminothiazol-4-yl)-2-(4-fluorobenzyloxyimino)-acetate), CN1C=NC=C1 (1-methylimidazole), [OH-].[Na+] (sodium hydroxide), CO (methanol). Run in O1CCCC1 (tetrahydrofuran). Product: NC=1SC=C(N1)C(C(=O)O)=NOCC1=CC=C(C=C1)F (2-(2-aminothiazol-4-yl)-2-(4-fluorobenzyloxyimino)acetic acid). Isolated yield 94.9%. As a reaction SMILES: [NH2:1][C:2]1[S:3][CH:4]=[C:5]([C:7](=[N:13][O:14][CH2:15][C:16]2[CH:21]=[CH:20][C:19]([F:22])=[CH:18][CH:17]=2)[C:8]([O:10]CC)=[O:9])[N:6]=1.CN1C=CN=C1.[OH-].[Na+].CO>O1CCCC1>[NH2:1][C:2]1[S:3][CH:4]=[C:5]([C:7](=[N:13][O:14][CH2:15][C:16]2[CH:21]=[CH:20][C:19]([F:22])=[CH:18][CH:17]=2)[C:8]([OH:10])=[O:9])[N:6]=1 |f:2.3|. Reported procedure: Ethyl 2-(2-aminothiazol-4-yl)-2-(4-fluorobenzyloxyimino)-acetate (syn isomer, 25.5 g.), 1-methylimidazole (1.3 g.), 1N sodium hydroxide solution (118.3 ml.), methanol (250 ml.) and tetrahydrofuran (200 ml.) were treated in similar manner to that of Example p-(4) to give 2-(2-aminothiazol-4-yl)-2-(4-fluorobenzyloxyimino)acetic acid (syn isomer, 22.11 g.).